Dataset: the Open Reaction Database (ORD), a public repository of structured organic reaction records. Task: describe an organic reaction: reactants, conditions, products, and yield Starting materials: C(#N)[BH3-].[Na+] (Sodium cyanoborohydride), C(C=C)OC(=O)C=1N(C=CC1)N (1-amino-1H-pyrrole-2-carboxylic acid allyl ester), ClC=1C=C(C=O)C=CC1F (3-chloro-4-fluorobenzaldehyde), C(C)(=O)O (acetic acid). Solvent: CO (methanol). Run at temperature 25 celsius, time 18 hour. Yields the product C(C=C)OC(=O)C=1N(C=CC1)NCC1=CC(=C(C=C1)F)Cl (1-(3-chloro-4-fluoro-benzylamino)-1H-pyrrole-2-carboxylic acid allyl ester). Yield: 65.4%. Reaction SMILES: C([BH3-])#N.[Na+].[CH2:5]([O:8][C:9]([C:11]1[N:12]([NH2:16])[CH:13]=[CH:14][CH:15]=1)=[O:10])[CH:6]=[CH2:7].[Cl:17][C:18]1[CH:19]=[C:20]([CH:23]=[CH:24][C:25]=1[F:26])[CH:21]=O.C(O)(=O)C>CO>[CH2:5]([O:8][C:9]([C:11]1[N:12]([NH:16][CH2:21][C:20]2[CH:23]=[CH:24][C:25]([F:26])=[C:18]([Cl:17])[CH:19]=2)[CH:13]=[CH:14][CH:15]=1)=[O:10])[CH:6]=[CH2:7] |f:0.1|. Reported procedure: Sodium cyanoborohydride (1.11 g, 16.8 mmol) was added to a solution of 1-amino-1H-pyrrole-2-carboxylic acid allyl ester (Example 1b, 1.12 g, 6.74 mmol), 3-chloro-4-fluorobenzaldehyde (1.32 g, 8.08 mmol) and acetic acid (1.2 mL), in methanol (50 mL) at 25° C. The reaction mixture was stirred at 25° C. for 18 h, quenched with saturated aqueous sodium bicarbonate solution and was extracted with ethyl acetate (2×50 mL). The organic layers were dried over magnesium sulfate, filtered and concentrated ...